From a dataset of the Open Reaction Database (ORD), a public repository of structured organic reaction records. describe an organic reaction: reactants, conditions, products, and yield The reactants are PhCH2 (Ph)N, C1(=CC=CC=C1)C=NC1=CC=C(C=C1)N=CC1=CC=CC=C1 (N,N'-Bis(phenylmethylene)benzene-1,4-diamine), C1(=CC=CC=C1)COC1=CC=CC=C1 (phenylmethoxybenzene), C(C1=CC=CC=C1)N(C1=CC=CC=C1)C1=CC=CC=C1 (benzyldiphenylamine), PhCH2 (Ph)N. The solvent is C(C)(=O)OCC (ethyl acetate), petroleum ether chloroform, Na DMF. Yields the product C1(=CC=CC=C1)N(C1=CC=C(C=C1)N(CC1=CC=CC=C1)C1=CC=CC=C1)CC1=CC=CC=C1 (N,N'-Diphenyl-N,N'-bis(phenylmethyl)benzene-1,4-diamine). RXN SMILES: [C:1]1([CH:7]=[N:8][C:9]2[CH:14]=[CH:13][C:12](N=CC3C=CC=CC=3)=[CH:11][CH:10]=2)[CH:6]=[CH:5][CH:4]=[CH:3][CH:2]=1.C1(COC2C=CC=CC=2)C=CC=CC=1.[CH2:37]([N:44]([C:51]1[CH:56]=[CH:55][CH:54]=[CH:53][CH:52]=1)[C:45]1[CH:50]=[CH:49][CH:48]=[CH:47][CH:46]=1)[C:38]1[CH:43]=[CH:42][CH:41]=[CH:40][CH:39]=1>C(OCC)(=O)C>[C:51]1([N:44]([CH2:37][C:38]2[CH:39]=[CH:40][CH:41]=[CH:42][CH:43]=2)[C:45]2[CH:46]=[CH:47][C:48]([N:8]([C:9]3[CH:14]=[CH:13][CH:12]=[CH:11][CH:10]=3)[CH2:7][C:1]3[CH:6]=[CH:5][CH:4]=[CH:3][CH:2]=3)=[CH:49][CH:50]=2)[CH:56]=[CH:55][CH:54]=[CH:53][CH:52]=1. Procedure: N,N'-Bis(phenylmethylene)benzene-1,4-diamine (1.42 g, 0.005 mol) and phenylmethoxybenzene (1.84 g, 0.010 mol) were heated in Na/DMF (1 g: 50 mL) at 100° C. for 1 hr. Similar workup as for the preparation of benzyldiphenylamine and chromatography on silica using petroleum ether/chloroform 4:1 as eluent gave 0.35 g (16%) mp 149-51° C. from ethyl acetate. 1H NMR (200 MHz, CDCl3)δ (assignment): 4.96 (s,4H, PhCH2N--), 6.80-6.97 (m, 6H, aromatic), 7.05 (s, 4H, (PhCH2 (Ph)N)2C6H4), 7.16-7.33 (m, 14H, a... Reactants: CCO, N#Cc1c(F)cc(F)cc1F, NO. Yields the product N=C(NO)c1c(F)cc(F)cc1F. RXN SMILES: [CH3:14][CH2:15][OH:16].[F:1][c:2]1[c:3]([C:4]#[N:5])[c:6]([F:11])[cH:7][c:8]([F:10])[cH:9]1.[NH2:12][OH:13]>>[F:1][c:2]1[c:3]([C:4](=[NH:5])[NH:12][OH:13])[c:6]([F:11])[cH:7][c:8]([F:10])[cH:9]1. The reactants are CC(=O)O, COc1ccc2ncccc2c1, OO. Product: COc1ccc2c(ccc[n+]2[O-])c1. RXN SMILES: [CH3:15][C:16](=[O:17])[OH:18].[CH3:1][O:2][c:3]1[cH:4][c:5]2[cH:6][cH:7][cH:8][n:9][c:10]2[cH:11][cH:12]1.[OH:13][OH:14]>>[CH3:1][O:2][c:3]1[cH:4][c:5]2[cH:6][cH:7][cH:8][n+:9]([O-:13])[c:10]2[cH:11][cH:12]1. Reactants: NC[C@H]1N([C@H]2C[C@H]2C1)C(=O)C=1N=C(SC1C1=CC(=CC=C1)F)C ([(1S,3S,5S)-3-aminomethyl-2-aza-bicyclo[3.1.0]hex-2-yl]-[5-(3-fluoro-phenyl)-2-methyl-thiazol-4-yl]-methanone), CN1N=CC(=C1C(F)(F)F)C(=O)O (1-methyl-5-trifluoromethyl-1H-pyrazole-4-carboxylic acid). Yields the product FC=1C=C(C=CC1)C1=C(N=C(S1)C)C(=O)N1[C@H]2C[C@H]2C[C@H]1CNC(=O)C=1C=NN(C1C(F)(F)F)C (1-methyl-5-trifluoromethyl-1H-pyrazole-4-carboxylic acid {(1S,3S,5S)-2-[5-(3-fluoro-phenyl)-2-methyl-thiazole-4-carbonyl]-2-aza-bicyclo[3.1.0]hex-3-ylmethyl}-amide). RXN SMILES: [NH2:1][CH2:2][C@@H:3]1[CH2:8][C@H:7]2[C@H:5]([CH2:6]2)[N:4]1[C:9]([C:11]1[N:12]=[C:13]([CH3:23])[S:14][C:15]=1[C:16]1[CH:21]=[CH:20][CH:19]=[C:18]([F:22])[CH:17]=1)=[O:10].[CH3:24][N:25]1[C:29]([C:30]([F:33])([F:32])[F:31])=[C:28]([C:34](O)=[O:35])[CH:27]=[N:26]1>>[F:22][C:18]1[CH:17]=[C:16]([C:15]2[S:14][C:13]([CH3:23])=[N:12][C:11]=2[C:9]([N:4]2[C@H:3]([CH2:2][NH:1][C:34]([C:28]3[CH:27]=[N:26][N:25]([CH3:24])[C:29]=3[C:30]([F:33])([F:31])[F:32])=[O:35])[CH2:8][C@H:7]3[C@@H:5]2[CH2:6]3)=[O:10])[CH:21]=[CH:20][CH:19]=1. Procedure details: prepared by reaction of [(1S,3S,5S)-3-aminomethyl-2-aza-bicyclo[3.1.0]hex-2-yl]-[5-(3-fluoro-phenyl)-2-methyl-thiazol-4-yl]-methanone with 1-methyl-5-trifluoromethyl-1H-pyrazole-4-carboxylic acid. LC-MS (basic): tR=0.85 min; [M+H]+=508.1. Yield: 96.9%. Yields the product C(=O)(OC)C=1OC(=CC1NC(=O)NC1=CC=C(C=C1)C)C(C)(C)C (N-(2-carbomethoxy-5-tert-butyl-3-furyl)-N′-(4-methylphenyl)urea). RXN SMILES: [C:1](Cl)(Cl)=[O:2].[NH2:5][C:6]1[CH:10]=[C:9]([C:11]([CH3:14])([CH3:13])[CH3:12])[O:8][C:7]=1[C:15]([O:17][CH3:18])=[O:16].N1C=CC=CC=1.[NH2:25][C:26]1[CH:31]=[CH:30][C:29]([CH3:32])=[CH:28][CH:27]=1>C1(C)C=CC=CC=1.CCOC(C)=O>[C:15]([C:7]1[O:8][C:9]([C:11]([CH3:14])([CH3:12])[CH3:13])=[CH:10][C:6]=1[NH:5][C:1]([NH:25][C:26]1[CH:31]=[CH:30][C:29]([CH3:32])=[CH:28][CH:27]=1)=[O:2])([O:17][CH3:18])=[O:16]. Reported procedure: Phosgene (1.93M in toluene, 1.3 mL, 2.5 mmol, 10 equiv) was added rapidly to a solution of methyl 3-amino-5-tert-butylfuran-2-carboxylate (0.050 g, 0.25 mmol) and anh. pyridine (1.0 mL) in anh. toluene (5 mL) at room temp. After 30 min, the orange suspension was concentrated under reduced pressure, then successively charged with dry toluene (1 mL) and concentrated (2×). Finally, anh. toluene (3 mL) was added followed by p-toluidine (0.100 g, 0.93 mmol, 3.7 equiv). The orange mixture was stirred ... The solvent is C1(=CC=CC=C1)C (toluene), CCOC(=O)C (EtOAc). Reaction conditions: time 30 minute. Starting materials: NC1=CC=C(C=C1)C (p-toluidine), C(=O)(Cl)Cl (Phosgene), NC1=C(OC(=C1)C(C)(C)C)C(=O)OC (methyl 3-amino-5-tert-butylfuran-2-carboxylate), N1=CC=CC=C1 (pyridine). As a reaction SMILES: [ClH:22].[NH2:23][OH:24].[c:1]1([C:7](=[O:8])[c:9]2[c:10]3[c:11]([n:12][c:13]([C:15]([F:16])([F:17])[F:18])[n:14]2)[cH:19][cH:20][s:21]3)[cH:2][cH:3][cH:4][cH:5][cH:6]1.[cH:25]1[cH:26][cH:27][n:28][cH:29][cH:30]1>>[c:1]1([C:7]([c:9]2[c:10]3[c:11]([n:12][c:13]([C:15]([F:16])([F:17])[F:18])[n:14]2)[cH:19][cH:20][s:21]3)=[N:23][OH:24])[cH:2][cH:3][cH:4][cH:5][cH:6]1. Starting materials: Cl, NO, O=C(c1ccccc1)c1nc(C(F)(F)F)nc2ccsc12, c1ccncc1. Product: ON=C(c1ccccc1)c1nc(C(F)(F)F)nc2ccsc12. The reactants are C(C1=CC=CC=C1)OC1=C(C=CC(=C1)I)N1CC(NS1(=O)=O)=O (5-(2-benzyloxy-4-iodophenyl)-1,1-dioxo-1,2,5-thiadiazolidin-3-one), C(CCC=C)(=O)O (pent-4-enoic acid). The product is OC=1C=C(C=CC1N1S(NC(C1)=O)(=O)=O)CCCCC(=O)O (5-[3-Hydroxy-4-(1,1,4-trioxo-1,2,5-thiadiazolidin-2-yl)-phenyl]-pentanoic Acid). Reaction SMILES: C([O:8][C:9]1[CH:14]=[C:13](I)[CH:12]=[CH:11][C:10]=1[N:16]1[S:20](=[O:22])(=[O:21])[NH:19][C:18](=[O:23])[CH2:17]1)C1C=CC=CC=1.[C:24]([OH:30])(=[O:29])[CH2:25][CH2:26][CH:27]=[CH2:28]>>[OH:8][C:9]1[CH:14]=[C:13]([CH2:28][CH2:27][CH2:26][CH2:25][C:24]([OH:30])=[O:29])[CH:12]=[CH:11][C:10]=1[N:16]1[CH2:17][C:18](=[O:23])[NH:19][S:20]1(=[O:21])=[O:22]. Procedure details: The title compound is prepared from 5-(2-benzyloxy-4-iodophenyl)-1,1-dioxo-1,2,5-thiadiazolidin-3-one and pent-4-enoic acid analogous to Example 44: (M−1)−=327. Reactants: C1(\C=C/C(=O)O1)=O (maleic anhydride), [OH-].[Na+] (sodium hydroxide), C(C=C)(=O)O (acrylic acid), S(=O)(=O)([O-])OOS(=O)(=O)[O-].[NH4+].[NH4+] (ammonium persulfate), OO (hydrogen peroxide), [Na] (sodium), [OH-].[Na+] (sodium hydroxide). Product: C(\C=C/C(=O)[O-])(=O)[O-].[Na+].[Na+] (sodium maleate). As a reaction SMILES: [C:1]1(=[O:7])[O:6][C:4](=[O:5])[CH:3]=[CH:2]1.[OH-].[Na+:9].C(O)(=[O:13])C=C.S(OOS([O-])(=O)=O)([O-])(=O)=O.[NH4+].[NH4+].OO.[Na]>>[C:1]([O-:6])(=[O:7])/[CH:2]=[CH:3]\[C:4]([O-:13])=[O:5].[Na+:9].[Na+:9] |f:1.2,4.5.6,9.10.11,^1:28|. Reported procedure: An aqueous sodium maleate solution was prepared by neutralizing maleic anhydride with an aqueous sodium hydroxide solution in a four-necked flask. The aqueous solution polymerization of the solution and an aqueous acrylic acid solution was effected in the presence of ammonium persulfate and hydrogen peroxide at 100° C. for 5 h. The resulting product was neutralized with an aqueous sodium hydroxide solution to obtain a dyeability-improving agent comprising sodium salt of the copolymer. Starting materials: C(=O)O (formic acid), N1=C(N)N=C(N)N=C1N (melamine), C(=O)O (formic acid). The reagents and catalysts are [NH4+].[O-][Mo](=O)(=O)[O-].[O-][Mo](=O)(=O)[O-] (ammonium dimolybdate). Solvent: O (water), O (water), O (water). Yields the product C.C1(=NC(=NC(=N1)N)N)N.C1(=NC(=NC(=N1)N)N)N (Melamine molybdate). RXN SMILES: [CH:1](O)=O.[N:4]1[C:11]([NH2:12])=[N:10][C:8]([NH2:9])=[N:7][C:5]=1[NH2:6]>O.[NH4+].[O-][Mo]([O-])(=O)=O.[O-][Mo]([O-])(=O)=O>[CH4:1].[C:5]1([NH2:6])[N:7]=[C:8]([NH2:9])[N:10]=[C:11]([NH2:12])[N:4]=1.[C:5]1([NH2:6])[N:7]=[C:8]([NH2:9])[N:10]=[C:11]([NH2:12])[N:4]=1 |f:3.4.5,6.7.8|. Reported procedure: Melamine molybdate was prepared in the presence of formic acid as follows. 10 grams of melamine, 7.30 grams of formic acid, and 250 ml water were dissolved together by refluxing in a 500 ml. round-bottomed flask equipped with a stirrer and water-cooled condenser. 26.95 grams of ammonium dimolybdate was dissolved in 50 ml hot water and then added to the first solution. A white precipitate formed immediately.